From a dataset of the Open Reaction Database (ORD), a public repository of structured organic reaction records. describe an organic reaction: reactants, conditions, products, and yield Starting materials: FC1=CC=C(C=C1)C1=C2C(CC3(CCC3)OC2=CC(=C1C=O)C(C)C)=O (5-(4-Fluorophenyl)-7-isopropyl-4-oxo-3,4-dihydrospiro[chromen-2,1′-cyclobutane]-6-carbaldehyde), [Cl-].[NH4+] (ammonium chloride), solution, C(C)(C)(C)C1=CC=C(C=C1)[Mg]Br ([4-(tert-butyl)phenyl]magnesium bromide). The solvent is Cl (hydrochloric acid), O1CCCC1 (tetrahydrofuran), O1CCCC1 (tetrahydrofuran). Run at temperature -78 celsius, time 1.5 hour. The product is C(C)(C)(C)C1=CC=C(C=C1)C(C=1C(=C2C(CC3(CCC3)OC2=CC1C(C)C)=O)C1=CC=C(C=C1)F)O (6-[(4-tert-Butylphenyl)(hydroxy)methyl]-5-(4-fluorophenyl)-7-isopropylspiro[chromen-2,1′-cyclo-butan]-4(3H)-one). Reaction SMILES: [F:1][C:2]1[CH:7]=[CH:6][C:5]([C:8]2[C:20]([CH:21]=[O:22])=[C:19]([CH:23]([CH3:25])[CH3:24])[CH:18]=[C:17]3[C:9]=2[C:10](=[O:26])[CH2:11][C:12]2([O:16]3)[CH2:15][CH2:14][CH2:13]2)=[CH:4][CH:3]=1.[C:27]([C:31]1[CH:36]=[CH:35][C:34]([Mg]Br)=[CH:33][CH:32]=1)([CH3:30])([CH3:29])[CH3:28].[Cl-].[NH4+]>O1CCCC1.Cl>[C:27]([C:31]1[CH:36]=[CH:35][C:34]([CH:21]([OH:22])[C:20]2[C:8]([C:5]3[CH:6]=[CH:7][C:2]([F:1])=[CH:3][CH:4]=3)=[C:9]3[C:17](=[CH:18][C:19]=2[CH:23]([CH3:24])[CH3:25])[O:16][C:12]2([CH2:15][CH2:14][CH2:13]2)[CH2:11][C:10]3=[O:26])=[CH:33][CH:32]=1)([CH3:30])([CH3:29])[CH3:28] |f:2.3|. Procedure details: Under argon, 0.30 g (0.851 mmol) of 5-(4-fluorophenyl)-7-isopropyl-4-oxo-3,4-dihydrospiro-[chromen-2,1′-cyclobutane]-6-carbaldehyde (Example 51A) is suspended in 6 ml of tetrahydrofuran and cooled to −78° C. 2.54 ml (1.28 mmol) of a freshly prepared 0.5 M solution of [4-(tert-butyl)phenyl]magnesium bromide in tetrahydrofuran are added slowly. The mixture is briefly stirred at −78° C. and then warmed to 0° C. After about 1.5 h, saturated ammonium chloride solution is added and the mixture is dilu... Starting materials: C1CCOC1, COc1ccc(COC(C)(C)C(=O)Cl)cc1, [Cl-], COc1ccc(Cn2c(N)c(N)c(=O)[nH]c2=S)cc1OC1CCCC1. Product: COc1ccc(COC(C)(C)C(=O)Nc2c(N)n(Cc3ccc(OC)c(OC4CCCC4)c3)c(=S)[nH]c2=O)cc1. Reaction SMILES: [CH2:43]1[O:44][CH2:45][CH2:46][CH2:47]1.[CH3:1][O:2][c:3]1[cH:4][cH:5][c:6]([CH2:7][O:8][C:9]([C:10](=[O:11])[Cl:12])([CH3:13])[CH3:14])[cH:15][cH:16]1.[Cl-:42].[NH2:17][c:18]1[c:19](=[O:41])[nH:20][c:21](=[S:40])[n:22]([CH2:25][c:26]2[cH:27][c:28]([O:34][CH:35]3[CH2:36][CH2:37][CH2:38][CH2:39]3)[c:29]([O:32][CH3:33])[cH:30][cH:31]2)[c:23]1[NH2:24]>>[CH3:1][O:2][c:3]1[cH:4][cH:5][c:6]([CH2:7][O:8][C:9]([C:10](=[O:11])[NH:17][c:18]2[c:19](=[O:41])[nH:20][c:21](=[S:40])[n:22]([CH2:25][c:26]3[cH:27][c:28]([O:34][CH:35]4[CH2:36][CH2:37][CH2:38][CH2:39]4)[c:29]([O:32][CH3:33])[cH:30][cH:31]3)[c:23]2[NH2:24])([CH3:13])[CH3:14])[cH:15][cH:16]1. Reactants: CC(F)(F)c1cccc(Br)c1, CS(C)=O, [Cu]I, [K+], [K+], [K+], Nc1ncccc1-c1ccc(O)cc1, O=C(O)c1ccccn1, O=P([O-])([O-])[O-]. Product: CC(F)(F)c1cccc(Oc2ccc(-c3cccnc3N)cc2)c1. Reaction SMILES: [Br:32][c:33]1[cH:34][c:35]([C:39]([CH3:40])([F:41])[F:42])[cH:36][cH:37][cH:38]1.[CH3:45][S:46]([CH3:47])=[O:48].[Cu:43][I:44].[K+:29].[K+:30].[K+:31].[NH2:10][c:11]1[n:12][cH:13][cH:14][cH:15][c:16]1-[c:17]1[cH:18][cH:19][c:20]([OH:23])[cH:21][cH:22]1.[OH:1][C:2]([c:3]1[n:4][cH:5][cH:6][cH:7][cH:8]1)=[O:9].[P:24]([O-:25])([O-:26])([O-:27])=[O:28]>>[NH2:10][c:11]1[n:12][cH:13][cH:14][cH:15][c:16]1-[c:17]1[cH:18][cH:19][c:20]([O:23][c:33]2[cH:34][c:35]([C:39]([CH3:40])([F:41])[F:42])[cH:36][cH:37][cH:38]2)[cH:21][cH:22]1. The reactants are COC(=O)Cc1cn(C)nc1OCc1cc(OCc2ccc3ccccc3n2)no1, CCO, Cl, [Na+], C1CCOC1, [OH-]. The product is Cn1cc(CC(=O)O)c(OCc2cc(OCc3ccc4ccccc4n3)no2)n1. Reaction SMILES: [CH3:1][n:2]1[n:3][c:4]([O:12][CH2:13][c:14]2[cH:15][c:16]([O:19][CH2:20][c:21]3[n:22][c:23]4[cH:24][cH:25][cH:26][cH:27][c:28]4[cH:29][cH:30]3)[n:17][o:18]2)[c:5]([CH2:7][C:8](=[O:9])[O:10][CH3:11])[cH:6]1.[CH3:39][CH2:40][OH:41].[ClH:38].[Na+:32].[O:33]1[CH2:34][CH2:35][CH2:36][CH2:37]1.[OH-:31]>>[CH3:1][n:2]1[n:3][c:4]([O:12][CH2:13][c:14]2[cH:15][c:16]([O:19][CH2:20][c:21]3[n:22][c:23]4[cH:24][cH:25][cH:26][cH:27][c:28]4[cH:29][cH:30]3)[n:17][o:18]2)[c:5]([CH2:7][C:8](=[O:9])[OH:10])[cH:6]1. Starting materials: C(=O)(O)C1=CC=C(C=O)C=C1 (4-carboxybenzaldehyde), O (water), ClC1=CC=C(C=C1)S(=O)(=O)N (4-chlorobenzenesulfonamide), C1(=CC=C(C=C1)S(=O)(=O)O)C (p-toluenesulfonic acid). Solvent: C1(=CC=CC=C1)C (toluene). Product: C(=O)(O)C1=CC=C(C=NS(=O)(=O)C2=CC=C(C=C2)Cl)C=C1 (N-(4-Carboxybenzylidene)-4-chlorobenzenesulfonamide). RXN SMILES: [C:1]([C:4]1[CH:11]=[CH:10][C:7]([CH:8]=O)=[CH:6][CH:5]=1)([OH:3])=[O:2].[Cl:12][C:13]1[CH:18]=[CH:17][C:16]([S:19]([NH2:22])(=[O:21])=[O:20])=[CH:15][CH:14]=1.C1(C)C=CC(S(O)(=O)=O)=CC=1.O>C1(C)C=CC=CC=1>[C:1]([C:4]1[CH:11]=[CH:10][C:7]([CH:8]=[N:22][S:19]([C:16]2[CH:15]=[CH:14][C:13]([Cl:12])=[CH:18][CH:17]=2)(=[O:21])=[O:20])=[CH:6][CH:5]=1)([OH:3])=[O:2]. Procedure: A well-stirred slurry consisting of 4.64g (31 mmol) of 4-carboxybenzaldehyde and 5.92 g (31 mmol) of 4-chlorobenzenesulfonamide and 20 mg of p-toluenesulfonic acid (TsOH) in 130 mL of toluene was heated to reflux for a total of 5 hours. The water formed from the reaction was removed by a Soxhlet extractor packed with 3A molecular sieves as described above. The mixture was allowed to cool to room temperature and was filtered to provide 9.76 g (98%) of SULF-1 as a white powder: mp >245° C.; IR (Nu... Starting materials: [Na] (Sodium), [H-].COCCO[Al+2].[H-] (2-methoxyethoxy-aluminum hydride), OC(C#CC1=CC=CC(=N1)CC1=CC=CC(O1)=O)CC=CCCCCC (6-[1-[6-(3-hydroxyl-5-undecen-1-ynyl)pyridinyl]methyl]pyran-2-one). Solvent: C1(=CC=CC=C1)C (toluene), C1(=CC=CC=C1)C (toluene). Reaction conditions: temperature 0 celsius, time 20 minute. The product is OC(CCC1=CC=CC(=N1)CC(CCCCO)O)CC=CCCCCC (6-[6-(3-Hydroxy-5-undecenyl)-2-pyridinyl]-1,5-hexanediol). As a reaction SMILES: [Na].[H-].COCCO[Al+2].[H-].[OH:10][CH:11]([CH2:28][CH:29]=[CH:30][CH2:31][CH2:32][CH2:33][CH2:34][CH3:35])[C:12]#[C:13][C:14]1[N:19]=[C:18]([CH2:20][C:21]2[O:26][C:25](=[O:27])[CH:24]=[CH:23][CH:22]=2)[CH:17]=[CH:16][CH:15]=1>C1(C)C=CC=CC=1>[OH:10][CH:11]([CH2:28][CH:29]=[CH:30][CH2:31][CH2:32][CH2:33][CH2:34][CH3:35])[CH2:12][CH2:13][C:14]1[N:19]=[C:18]([CH2:20][CH:21]([OH:26])[CH2:22][CH2:23][CH2:24][CH2:25][OH:27])[CH:17]=[CH:16][CH:15]=1 |f:1.2.3,^1:0|. Procedure details: Sodium (bis) 2-methoxyethoxy-aluminum hydride (24 ml, 82 mmol) is dissolved in 150 ml dry toluene in a flame-dried, 500 ml 3-neck round bottom flask under nitrogen at 0° C. 6-[1-[6-(3-hydroxyl-5-undecen-1-ynyl)pyridinyl]methyl]pyran-2-one (5.83 g, 14 mmole), in 4×10 ml dry toluene, is added slowly dropwise to the reaction mixture at 0° C. The reaction is stirred 20 minutes at 0° C. and then an additional 7 hours at room temperature. The reaction is quenched by the careful addition of 3 ml water....